This data is from the Open Reaction Database (ORD), a public repository of structured organic reaction records. The task is: describe an organic reaction: reactants, conditions, products, and yield The reactants are C([O-])([O-])=O.[K+].[K+] (potassium carbonate), C(C)I (ethyl iodide), CC1=C(C(=CC=C1C)C)O (2,3,6-trimethylphenol). The solvent is C(C)#N (acetonitrile), C(C)(=O)OCC (ethyl acetate). The product is C(C)OC1=C(C=CC(=C1C)C)C (2-Ethoxy-1,3,4-trimethylbenzene). Reaction SMILES: C(=O)([O-])[O-].[K+].[K+].[CH2:7](I)[CH3:8].[CH3:10][C:11]1[C:16]([CH3:17])=[CH:15][CH:14]=[C:13]([CH3:18])[C:12]=1[OH:19]>C(#N)C.C(OCC)(=O)C>[CH2:7]([O:19][C:12]1[C:11]([CH3:10])=[C:16]([CH3:17])[CH:15]=[CH:14][C:13]=1[CH3:18])[CH3:8] |f:0.1.2|. Procedure: 734 mmol (101.5 g) of potassium carbonate and 917 mmol (143.1 g) of ethyl iodide are added in succession to a solution of 367 mmol (50 g) of 2,3,6-trimethylphenol in 1500 ml of acetonitrile. The whole is heated at reflux for 48 hours. The reaction mixture is subsequently cooled and then filtered and the filtrate is concentrated. The residue obtained is dissolved in ethyl acetate and washed with water and then with 10% aqueous sodium chloride solution. After drying the organic phase and then conc... The reactants are CCN=C=NCCCN(C)C, CC#N, Cl, O=C(O)c1ccc(F)c2ccccc12, COc1ccc(CC(N)C(O)c2ccc(F)cc2)cc1, O, On1nnc2ccccc21. Yields the product COc1ccc(CC(NC(=O)c2ccc(F)c3ccccc23)C(O)c2ccc(F)cc2)cc1. Reaction SMILES: [CH2:36]([N:37]=[C:38]=[N:39][CH2:40][CH2:41][CH2:42][N:43]([CH3:44])[CH3:45])[CH3:46].[CH3:57][C:58]#[N:59].[ClH:35].[F:21][c:22]1[cH:23][cH:24][c:25]([C:32](=[O:33])[OH:34])[c:26]2[cH:27][cH:28][cH:29][cH:30][c:31]12.[NH2:1][CH:2]([CH:3]([OH:4])[c:5]1[cH:6][cH:7][c:8]([F:11])[cH:9][cH:10]1)[CH2:12][c:13]1[cH:14][cH:15][c:16]([O:19][CH3:20])[cH:17][cH:18]1.[OH2:60].[OH:47][n:48]1[c:49]2[cH:50][cH:51][cH:52][cH:53][c:54]2[n:55][n:56]1>>[NH:1]([CH:2]([CH:3]([OH:4])[c:5]1[cH:6][cH:7][c:8]([F:11])[cH:9][cH:10]1)[CH2:12][c:13]1[cH:14][cH:15][c:16]([O:19][CH3:20])[cH:17][cH:18]1)[C:32]([c:25]1[cH:24][cH:23][c:22]([F:21])[c:31]2[c:26]1[cH:27][cH:28][cH:29][cH:30]2)=[O:33]. Starting materials: CSC=1N=NC2=C(N1)N=C(NC2=O)C2=C(C=CC=C2)OCCC (3-methylthio-8-oxo-6-(2-propoxyphenyl)-7,8-dihydropyrimido[4,5-e][1,2,4]triazine), C[O-].[Na+] (sodium methoxide), Cl (hydrochloric acid). The solvent is O (water), CO (methanol). Yields the product O=C1N=NC2=C(N1)N=C(NC2=O)C2=C(C=CC=C2)OCCC (3,8-Dioxo-6-(2-propoxyphenyl)-3,4,7,8-tetrahydropyrimido[4,5-e][1,2,4]triazine). The yield is 92.4%. Reaction SMILES: CS[C:3]1[N:4]=[N:5][C:6]2[C:12](=[O:13])[NH:11][C:10]([C:14]3[CH:19]=[CH:18][CH:17]=[CH:16][C:15]=3[O:20][CH2:21][CH2:22][CH3:23])=[N:9][C:7]=2[N:8]=1.C[O-:25].[Na+].Cl>CO.O>[O:25]=[C:3]1[NH:8][C:7]2[N:9]=[C:10]([C:14]3[CH:19]=[CH:18][CH:17]=[CH:16][C:15]=3[O:20][CH2:21][CH2:22][CH3:23])[NH:11][C:12](=[O:13])[C:6]=2[N:5]=[N:4]1 |f:1.2|. Procedure: A stirred mixture of 3-methylthio-8-oxo-6-(2-propoxyphenyl)-7,8-dihydropyrimido[4,5-e][1,2,4]triazine (0.5 g) and sodium methoxide (prepared from sodium, 0.17 g, and methanol) in methanol (50 ml) was heated under reflux for 3 hours. The cooled reaction mixture was evaporated under reduced pressure to afford a yellow solid which was dissolved in water and acidified with 2 Normal hydrochloric acid to yield a yellow solid (420 mg) which was recrystallised from dimethylformamide to afford the title ... Starting materials: CC1(CCOCC1)C1=CC=CC=C1 (4-methyl-4-phenyl-tetrahydro-pyran), ClS(=O)(=O)O (chlorosulfonic acid). The solvent is C(Cl)Cl (methylene chloride). Reaction conditions: time 8 hour. Product: CC1(CCOCC1)C1=CC=C(C=C1)S(=O)(=O)Cl (4-(4-Methyl-tetrahydro-pyran-4-yl)-benzenesulfonyl Chloride). RXN SMILES: [CH3:1][C:2]1([C:8]2[CH:13]=[CH:12][CH:11]=[CH:10][CH:9]=2)[CH2:7][CH2:6][O:5][CH2:4][CH2:3]1.[Cl:14][S:15](O)(=[O:17])=[O:16]>C(Cl)Cl>[CH3:1][C:2]1([C:8]2[CH:13]=[CH:12][C:11]([S:15]([Cl:14])(=[O:17])=[O:16])=[CH:10][CH:9]=2)[CH2:3][CH2:4][O:5][CH2:6][CH2:7]1. Procedure: To a magnetically stirred mixture of 4-methyl-4-phenyl-tetrahydro-pyran (1.10 g, 6.24 mmol) in dry methylene chloride (50 mL) cooled in an ice bath was added 2.07 mL of chlorosulfonic acid (3.64 g, 31.2 mmol) dropwise under dry nitrogen. The reaction was stirred overnight at room temperature; the reaction was added to ice and the product was extracted with methylene chloride (3×100 mL). The organic layer was washed with saturated brine, dried (MgSO4), filtered and concentrated. e product was chr... Starting materials: ClC=1C=C(C=CC1)N1N=C(N=N1)C1=NC=CC=C1 (2-[2-(3-chlorophenyl)-2H-tetrazol-5-yl]pyridine), COC1=CC(=CC=C1)N (m-anisidine), N1=C(C=CC=C1)C=O (pyridine-2-carboxaldehyde). Yields the product COC=1C=C(C=CC1)N1N=C(N=N1)C1=NC=CC=C1 (2-[2-(3-methoxyphenyl)-2H-tetrazol-5-yl]pyridine). As a reaction SMILES: Cl[C:2]1[CH:3]=[C:4]([N:8]2[N:12]=[N:11][C:10]([C:13]3[CH:18]=[CH:17][CH:16]=[CH:15][N:14]=3)=[N:9]2)[CH:5]=[CH:6][CH:7]=1.[CH3:19][O:20]C1C=CC=C(N)C=1.N1C=CC=CC=1C=O>>[CH3:19][O:20][C:2]1[CH:3]=[C:4]([N:8]2[N:12]=[N:11][C:10]([C:13]3[CH:18]=[CH:17][CH:16]=[CH:15][N:14]=3)=[N:9]2)[CH:5]=[CH:6][CH:7]=1. Reported procedure: Following the procedure described in EXAMPLE 1 for the synthesis of 2-[2-(3-chlorophenyl)-2H-tetrazol-5-yl]pyridine, m-anisidine (135 mg, 1.1 mmol) and pyridine-2-carboxaldehyde (118 mg, 1.1 mmol) were employed to obtain 2-[2-(3-methoxyphenyl)-2H-tetrazol-5-yl]pyridine as an orange solid. The reactants are S(=O)(=O)(C1=CC=C(C)C=C1)OC1=CC=C(C=2C(C3=CC=CC=C3C(C12)=O)=O)OS(=O)(=O)C1=CC=C(C)C=C1 (1,4-ditosyloxyanthraquinone), NC1=CC=CC=C1 (aniline). The product is N(C1=CC=CC=C1)C1=CC=C(C=2C(C3=CC=CC=C3C(C12)=O)=O)OS(=O)(=O)C1=CC=C(C)C=C1 (1-(anilino)-4-tosyloxyanthraquinone). Yield: 79.0%. Reaction SMILES: [S:1]([O:11][C:12]1[C:25]2[C:24](=[O:26])[C:23]3[C:18](=[CH:19][CH:20]=[CH:21][CH:22]=3)[C:17](=[O:27])[C:16]=2[C:15](OS(C2C=CC(C)=CC=2)(=O)=O)=[CH:14][CH:13]=1)([C:4]1[CH:10]=[CH:9][C:7]([CH3:8])=[CH:6][CH:5]=1)(=[O:3])=[O:2].[NH2:39][C:40]1[CH:45]=[CH:44][CH:43]=[CH:42][CH:41]=1>>[NH:39]([C:15]1[C:16]2[C:17](=[O:27])[C:18]3[C:23](=[CH:22][CH:21]=[CH:20][CH:19]=3)[C:24](=[O:26])[C:25]=2[C:12]([O:11][S:1]([C:4]2[CH:5]=[CH:6][C:7]([CH3:8])=[CH:9][CH:10]=2)(=[O:2])=[O:3])=[CH:13][CH:14]=1)[C:40]1[CH:45]=[CH:44][CH:43]=[CH:42][CH:41]=1. Procedure: 1-(anilino)-4-tosyloxyanthraquinone was prepared by reaction of 1,4-ditosyloxyanthraquinone with aniline. The isolated and purified creaction product has the structure illustrated below (where "Ts" is ##STR11## The yield was 79% and the m.p. 185°-186° C. Mass spec m/e 469 (M+), 314 (M-C7H7SO2), 155 (C7H7SO2), 91 (C7H7); 1H-NMR (CD2Cl2)δ11.50 (br s, 1H), 8.26-8.12 (m, 2H), 8.02-7.84 (m, 2H), 7.79-7.62 (m, 4H), 7.54-7.13 (m, 7H), 2.31 (s, 3H); IR (Nujol) 1355 cm-1 (asymmetric SO2 stretch), 1184 cm...